Dataset: the Open Reaction Database (ORD), a public repository of structured organic reaction records. Task: describe an organic reaction: reactants, conditions, products, and yield Starting materials: NC1=NC2=CC=CC=C2C=C1 (2-aminoquinoline), ClC1=NC=NC2=CC(=C(C=C12)OC)OC (4-chloro-6,7-dimethoxyquinazoline). The product is COC=1C=C2C(=NC=NC2=CC1OC)NC1=NC2=CC=CC=C2C=C1 (6,7-dimethoxy-4-(2-quinolylamino)quinazoline). Isolated yield 56.0%. RXN SMILES: [NH2:1][C:2]1[CH:11]=[CH:10][C:9]2[C:4](=[CH:5][CH:6]=[CH:7][CH:8]=2)[N:3]=1.Cl[C:13]1[C:22]2[C:17](=[CH:18][C:19]([O:25][CH3:26])=[C:20]([O:23][CH3:24])[CH:21]=2)[N:16]=[CH:15][N:14]=1>>[CH3:24][O:23][C:20]1[CH:21]=[C:22]2[C:17](=[CH:18][C:19]=1[O:25][CH3:26])[N:16]=[CH:15][N:14]=[C:13]2[NH:1][C:2]1[CH:11]=[CH:10][C:9]2[C:4](=[CH:5][CH:6]=[CH:7][CH:8]=2)[N:3]=1. Procedure details: Using an analogous procedure to that described in Example 9, 2-aminoquinoline was reacted with 4-chloro-6,7-dimethoxyquinazoline to give 6,7-dimethoxy-4-(2-quinolylamino)quinazoline in 56% yield, m.p. 215°-216° C.;